This data is from the Open Reaction Database (ORD), a public repository of structured organic reaction records. The task is: describe an organic reaction: reactants, conditions, products, and yield Starting materials: Example 9 ( 9a ), COC=1C=C(C=CC1)CCO (2-(3-methoxyphenyl)ethanol), C1(CC1)CCOC1=CC=C(C(=O)NCC(=O)O)C=C1 (N-[4-(2-Cyclopropylethoxy)benzoyl]glycine), OC1=CC=C(C(=O)OC)C=C1 (methyl 4-hydroxybenzoate). Product: COC=1C=C(C=CC1)CCOC1=CC=C(C(=O)NCC(=O)O)C=C1 (N-{4-[2-(3-Methoxyphenyl)ethoxy]benzoyl}glycine). The yield is 92.0%. RXN SMILES: [CH:1]1([CH2:4][CH2:5][O:6][C:7]2[CH:19]=[CH:18][C:10]([C:11]([NH:13][CH2:14][C:15]([OH:17])=[O:16])=[O:12])=[CH:9][CH:8]=2)[CH2:3][CH2:2]1.OC1C=CC(C(OC)=O)=CC=1.[CH3:31][O:32][C:33]1[CH:34]=C(CCO)C=C[CH:38]=1>>[CH3:31][O:32][C:33]1[CH:38]=[C:1]([CH2:4][CH2:5][O:6][C:7]2[CH:8]=[CH:9][C:10]([C:11]([NH:13][CH2:14][C:15]([OH:17])=[O:16])=[O:12])=[CH:18][CH:19]=2)[CH:3]=[CH:2][CH:34]=1. Procedure: The same reactions as in Example 9 (9a) and (9b) were conducted using methyl 4-hydroxybenzoate (4.26 g, 28.0 mmol) and 2-(3-methoxyphenyl)ethanol (4.32 mL, 31.0 mmol) to give 8.54 g of the title compound (colorless crystal, yield: 92%). Starting materials: C(C)C1C(NC2=CC=CC=C12)=O (3-ethyl-1,3-dihydro-2H-indol-2-one), BrCCCCCBr (1,5-dibromopentane). Yields the product BrCCCCCC1(C(NC2=CC=CC=C12)=O)CC (3-(5-Bromopentyl)-3-ethyl-1,3-dihydro-2H-indol-2-one). Reaction SMILES: [CH2:1]([CH:3]1[C:11]2[C:6](=[CH:7][CH:8]=[CH:9][CH:10]=2)[NH:5][C:4]1=[O:12])[CH3:2].Br[CH2:14][CH2:15][CH2:16][CH2:17][CH2:18][Br:19]>>[Br:19][CH2:18][CH2:17][CH2:16][CH2:15][CH2:14][C:3]1([CH2:1][CH3:2])[C:11]2[C:6](=[CH:7][CH:8]=[CH:9][CH:10]=2)[NH:5][C:4]1=[O:12]. Procedure details: The title compound is prepared according to process E starting from 3-ethyl-1,3-dihydro-2H-indol-2-one and 1,5-dibromopentane. The reactants are C(CCC)C1(\C=C/CCCC1)O ((Z)-1-butylcyclohept-2-enol), [Cr](=O)(=O)(O)Cl.N1=CC=CC=C1 (pyridine chlorochromate). Run in ClCCl (dichloromethane), C(C)OCC (diethyl ether). Reaction conditions: time 2 hour. Yields the product C(CCC)/C/1=C/C(CCCC1)=O ((Z)-3-butylcyclohept-2-enone). The yield is 47.0%. Reaction SMILES: [CH2:1]([C:5]1(O)[CH2:11][CH2:10][CH2:9][CH2:8][CH:7]=[CH:6]1)[CH2:2][CH2:3][CH3:4].[Cr](Cl)(O)(=O)=[O:14].N1C=CC=CC=1>ClCCl.C(OCC)C>[CH2:1]([C:5]1=[CH:11][C:10](=[O:14])[CH2:9][CH2:8][CH2:7][CH2:6]1)[CH2:2][CH2:3][CH3:4] |f:1.2|. Procedure: To a solution of (Z)-1-butylcyclohept-2-enol (2 g, 11.9 mmol) dissolved in dichloromethane (60 mL) was pyridine chlorochromate on basic alumina (20 wt. %, 25.7 g, 23.8 mmol). The resulting reddish solution was stirred at room temperature for 2 h until determined to be complete by TLC. The mixture was diluted in 100 mL diethyl ether and stirred for 1 h after which it was poured over filter paper that was subsequently washed with the ether. The filtrate was partially concentrated (30 mL) and passe...